From a dataset of the Open Reaction Database (ORD), a public repository of structured organic reaction records. describe an organic reaction: reactants, conditions, products, and yield Reactants: CC(=O)O, Cc1nc(-c2cnn(C)c2)cn1N, CCC(C)O, N=CN, [Na+], O=C([O-])C(F)(F)F, [OH-]. The product is Cc1nc(-c2cnn(C)c2)cn1NC=N. RXN SMILES: [C:21]([OH:22])(=[O:23])[CH3:24].[CH3:1][c:2]1[n:3]([NH2:13])[cH:4][c:5](-[c:7]2[cH:8][n:9][n:10]([CH3:12])[cH:11]2)[n:6]1.[CH3:28][CH:29]([OH:30])[CH2:31][CH3:32].[CH:25](=[NH:26])[NH2:27].[Na+:34].[O-:14][C:15]([C:16]([F:17])([F:18])[F:19])=[O:20].[OH-:33]>>[CH3:1][c:2]1[n:3]([NH:13][CH:25]=[NH:26])[cH:4][c:5](-[c:7]2[cH:8][n:9][n:10]([CH3:12])[cH:11]2)[n:6]1. Reactants: Clc1ncc(Br)cn1, C1COCCO1, CC1(C)OB(c2ccc(OC(F)F)cc2)OC1(C)C, [K+], [K+], O=C([O-])[O-], c1ccc(P(c2ccccc2)(c2ccccc2)[Pd](P(c2ccccc2)(c2ccccc2)c2ccccc2)(P(c2ccccc2)(c2ccccc2)c2ccccc2)P(c2ccccc2)(c2ccccc2)c2ccccc2)cc1. Product: FC(F)Oc1ccc(-c2cnc(Cl)nc2)cc1. Reaction SMILES: [Br:1][c:2]1[cH:3][n:4][c:5]([Cl:8])[n:6][cH:7]1.[CH2:34]1[O:35][CH2:36][CH2:37][O:38][CH2:39]1.[F:9][CH:10]([O:11][c:12]1[cH:13][cH:14][c:15]([B:18]2[O:19][C:20]([CH3:21])([CH3:22])[C:23]([CH3:24])([CH3:25])[O:26]2)[cH:16][cH:17]1)[F:27].[K+:28].[K+:29].[O-:30][C:31]([O-:32])=[O:33].[cH:40]1[cH:41][cH:42][c:43]([P:44]([Pd:45]([P:46]([c:47]2[cH:48][cH:49][cH:50][cH:51][cH:52]2)([c:53]2[cH:54][cH:55][cH:56][cH:57][cH:58]2)[c:59]2[cH:60][cH:61][cH:62][cH:63][cH:64]2)([P:65]([c:66]2[cH:67][cH:68][cH:69][cH:70][cH:71]2)([c:72]2[cH:73][cH:74][cH:75][cH:76][cH:77]2)[c:78]2[cH:79][cH:80][cH:81][cH:82][cH:83]2)[P:84]([c:85]2[cH:86][cH:87][cH:88][cH:89][cH:90]2)([c:91]2[cH:92][cH:93][cH:94][cH:95][cH:96]2)[c:97]2[cH:98][cH:99][cH:100][cH:101][cH:102]2)([c:103]2[cH:104][cH:105][cH:106][cH:107][cH:108]2)[c:109]2[cH:110][cH:111][cH:112][cH:113][cH:114]2)[cH:115][cH:116]1>>[c:2]1(-[c:15]2[cH:14][cH:13][c:12]([O:11][CH:10]([F:9])[F:27])[cH:17][cH:16]2)[cH:3][n:4][c:5]([Cl:8])[n:6][cH:7]1. Product: CN1CCN(C(C)(C)C(=O)c2ccc(F)cc2)CC1. The reactants are CN1CCNCC1, COC1(c2ccc(F)cc2)OC1(C)C. As a reaction SMILES: [CH3:15][N:16]1[CH2:17][CH2:18][NH:19][CH2:20][CH2:21]1.[F:1][c:2]1[cH:3][cH:4][c:5]([C:8]2([O:13][CH3:9])[C:10]([CH3:11])([CH3:12])[O:14]2)[cH:6][cH:7]1>>[F:1][c:2]1[cH:3][cH:4][c:5]([C:8]([C:10]([CH3:11])([CH3:12])[N:19]2[CH2:18][CH2:17][N:16]([CH3:15])[CH2:21][CH2:20]2)=[O:13])[cH:6][cH:7]1. Reactants: ClS(=O)(=O)C=1C=CC(=C(C(=O)O)C1)OC(F)(F)F (5-Chlorosulfonyl-2-trifluoromethoxy-benzoic acid), CN (methylamine). Run in ClCCl (dichloromethane), CO (methanol). Run at time 2 minute. Yields the product CNS(=O)(=O)C=1C=CC(=C(C(=O)O)C1)OC(F)(F)F (5-Methylsulfamoyl-2-trifluoromethoxy-benzoic acid). As a reaction SMILES: Cl[S:2]([C:5]1[CH:6]=[CH:7][C:8]([O:14][C:15]([F:18])([F:17])[F:16])=[C:9]([CH:13]=1)[C:10]([OH:12])=[O:11])(=[O:4])=[O:3].[CH3:19][NH2:20]>ClCCl.CO>[CH3:19][NH:20][S:2]([C:5]1[CH:6]=[CH:7][C:8]([O:14][C:15]([F:18])([F:17])[F:16])=[C:9]([CH:13]=1)[C:10]([OH:12])=[O:11])(=[O:4])=[O:3]. Procedure: To a solution of 5-Chlorosulfonyl-2-trifluoromethoxy-benzoic acid (0.15 g) in dichloromethane (1.5 ml) was added a solution of methylamine in methanol (8M, 0.31 mL) and the reaction mixture was stirred for 2 minutes after precipitation was compete. The reaction mixture was then concentrated in vacuo and the residue was dissolved in 1N NaOH (2 mL) and extracted with diethylether. The aqueous phase was then acidified using 3 N hydrochloric acid solution (2 mL) and the solution was extracted with d... Starting materials: NC1=CC=C(C=C1)[C@@H](C(=O)OC)C (methyl (2S)-2-(4-aminophenyl)propanoate), [S-]C#N.[Na+] (Sodium thiocyanate). The reagents and catalysts are OS(=O)(=O)O (H2SO4). Run in C1(=CC=CC=C1)C (toluene). Product: C(N)(=S)NC1=CC=C(C=C1)[C@@H](C(=O)OC)C ((S)-methyl 2-[4-(carbamothioylamino)phenyl]propanoate). Isolated yield 49.4%. As a reaction SMILES: [NH2:1][C:2]1[CH:7]=[CH:6][C:5]([C@H:8]([CH3:13])[C:9]([O:11][CH3:12])=[O:10])=[CH:4][CH:3]=1.[S-:14][C:15]#[N:16].[Na+]>C1(C)C=CC=CC=1.OS(O)(=O)=O>[C:15]([NH:1][C:2]1[CH:3]=[CH:4][C:5]([C@H:8]([CH3:13])[C:9]([O:11][CH3:12])=[O:10])=[CH:6][CH:7]=1)(=[S:14])[NH2:16] |f:1.2|. Procedure details: In a 500 ml round-bottomed flask equipped with condenser and magnetic stirrer, at room temperature methyl (2S)-2-(4-aminophenyl)propanoate (17.5 g, 98 mmol) was dissolved in toluene (300 ml) and conc. H2SO4 (2.6 mmol, 50 mmol) was slowly added to the solution Sodium thiocyanate (10.29 g, 128 mmol) was added and the reaction mixture refluxed 24 h. After cooling at room temperature, the solution was washed with a saturated solution of NH4Cl (2×100 ml), dried over anhydrous Na2SO4 and evaporated un... The reactants are C12C(C3CC(CC(C1)C3)C2)N2NC(C2=O)(C)C (2-(Adamantan-2-yl)-4,4-dimethyl-1,2-diazetidin-3-one), ClC=1C=C(CBr)C=CC1 (3-chlorobenzyl bromide). The product is ClC=1C=C(CN2N(C(C2(C)C)=O)C2C3CC4CC(CC2C4)C3)C=CC1 (1-(3-chlorobenzyl)-4,4-dimethyl-2-(adamantan-2-yl)-1,2-diazetidin-3-one). RXN SMILES: [CH:1]12[CH2:10][CH:5]3[CH2:6][CH:7]([CH2:9][CH:3]([CH2:4]3)[CH:2]1[N:11]1[C:14](=[O:15])[C:13]([CH3:17])([CH3:16])[NH:12]1)[CH2:8]2.[Cl:18][C:19]1[CH:20]=[C:21]([CH:24]=[CH:25][CH:26]=1)[CH2:22]Br>>[Cl:18][C:19]1[CH:20]=[C:21]([CH:24]=[CH:25][CH:26]=1)[CH2:22][N:12]1[C:13]([CH3:17])([CH3:16])[C:14](=[O:15])[N:11]1[CH:2]1[CH:3]2[CH2:4][CH:5]3[CH2:6][CH:7]([CH2:8][CH:1]1[CH2:10]3)[CH2:9]2. Procedure details: 2-(Adamantan-2-yl)-4,4-dimethyl-1,2-diazetidin-3-one and 3-chlorobenzyl bromide were used for a similar reaction and treatment as Process 6 of Example 1, and the title compound was obtained as a white crystalline powder.